This data is from the Open Reaction Database (ORD), a public repository of structured organic reaction records. The task is: describe an organic reaction: reactants, conditions, products, and yield The reactants are [H-].C(C(C)C)[Al+]CC(C)C (Diisobutylaluminum hydride), C(C1=CC=CC=C1)N1CCC(CC1)NC(=O)N[C@@H](CC1=CC=CC=C1)C(=O)OC (methyl N-{[(1-benzylpiperidin-4-yl)amino]carbonyl}phenylalaninate). The solvent is C1(=CC=CC=C1)C (toluene), ClCCl (dichloromethane). Conditions: time 30 minute. Yields the product C(C1=CC=CC=C1)C=1NC(N(C1)C1CCN(CC1)CC1=CC=CC=C1)=O (4-Benzyl-1-(1-benzylpiperidin-4-yl)-1,3-dihydro-2H-imidazol-2-one). The yield is 35.6%. RXN SMILES: [H-].C([Al+]CC(C)C)C(C)C.[CH2:11]([N:18]1[CH2:23][CH2:22][CH:21]([NH:24][C:25]([NH:27][C@H:28]([C:36](OC)=O)[CH2:29][C:30]2[CH:35]=[CH:34][CH:33]=[CH:32][CH:31]=2)=[O:26])[CH2:20][CH2:19]1)[C:12]1[CH:17]=[CH:16][CH:15]=[CH:14][CH:13]=1>C1(C)C=CC=CC=1.ClCCl>[CH2:29]([C:28]1[NH:27][C:25](=[O:26])[N:24]([CH:21]2[CH2:22][CH2:23][N:18]([CH2:11][C:12]3[CH:17]=[CH:16][CH:15]=[CH:14][CH:13]=3)[CH2:19][CH2:20]2)[CH:36]=1)[C:30]1[CH:35]=[CH:34][CH:33]=[CH:32][CH:31]=1 |f:0.1|. Procedure details: Diisobutylaluminum hydride (1M, 2.53 mL, 2.53 mmol) was added to a solution of methyl N-{[(1-benzylpiperidin-4-yl)amino]carbonyl}phenylalaninate (800 mg, 2.02 mmol) in toluene (7.5 mL) and dichloromethane (7.5 μL) at −78° C. and stirred for 30 min and then warmed to ambient temperature. After 5 min at room temperature, the reaction was quenched with saturated potassium sodium tartrate solution (20% solution), extracted with dichloromethane and treated with a 4 N HCl solution (50 mL). After 30 mi... The reactants are CN, Cc1ccc(S(=O)(=O)[O-])c(CCCCCCC(F)(F)C(F)(F)C(F)(F)C(F)(F)F)c1, C1CCOC1. Product: CNCCCCCCC(F)(F)C(F)(F)C(F)(F)C(F)(F)F. As a reaction SMILES: [CH3:1][NH2:2].[F:3][C:4]([CH2:5][CH2:6][CH2:7][CH2:8][CH2:9][CH2:10][c:11]1[cH:12][c:13]([CH3:14])[cH:15][cH:16][c:17]1[S:18](=[O:19])(=[O:20])[O-:21])([C:22]([C:23]([C:24]([F:25])([F:26])[F:27])([F:28])[F:29])([F:30])[F:31])[F:32].[O:33]1[CH2:34][CH2:35][CH2:36][CH2:37]1>>[CH3:1][NH:2][CH2:10][CH2:9][CH2:8][CH2:7][CH2:6][CH2:5][C:4]([F:3])([C:22]([C:23]([C:24]([F:25])([F:26])[F:27])([F:28])[F:29])([F:30])[F:31])[F:32]. The reactants are Cc1cn(-c2ccc(C=C(CCCCl)C(=O)NC(c3ccc(F)c(F)c3)C(C)O)cc2F)cn1, [H-], [Na+], CN(C)C=O, O. The product is Cc1cn(-c2ccc(C=C3CCCN(C(c4ccc(F)c(F)c4)C(C)O)C3=O)cc2F)cn1. As a reaction SMILES: [F:1][c:2]1[cH:3][c:4]([CH:9]([CH:10]([CH3:11])[OH:12])[NH:13][C:14]([C:15]([CH2:16][CH2:17][CH2:18][Cl:19])=[CH:20][c:21]2[cH:22][c:23]([F:33])[c:24](-[n:27]3[cH:28][n:29][c:30]([CH3:32])[cH:31]3)[cH:25][cH:26]2)=[O:34])[cH:5][cH:6][c:7]1[F:8].[H-:35].[Na+:36].[O:38]=[CH:39][N:40]([CH3:41])[CH3:42].[OH2:37]>>[F:1][c:2]1[cH:3][c:4]([CH:9]([CH:10]([CH3:11])[OH:12])[N:13]2[C:14](=[O:34])[C:15](=[CH:20][c:21]3[cH:22][c:23]([F:33])[c:24](-[n:27]4[cH:28][n:29][c:30]([CH3:32])[cH:31]4)[cH:25][cH:26]3)[CH2:16][CH2:17][CH2:18]2)[cH:5][cH:6][c:7]1[F:8]. Starting materials: NC=1SC2=C(N1)CCCCC2=O (2-Amino-6,7-dihydro-4H-cyclohepta[d]thiazol-8(5H)-one), BrBr (Br2). Solvent: C(C)(=O)O (acetic acid). Run at time 30 minute. Yields the product NC=1SC2=C(N1)CCCC(C2=O)Br (2-Amino-7-bromo-6,7-dihydro-4H-cyclohepta[d]thiazol-8(5H)-one). Reaction SMILES: [NH2:1][C:2]1[S:3][C:4]2[C:11](=[O:12])[CH2:10][CH2:9][CH2:8][CH2:7][C:5]=2[N:6]=1.[Br:13]Br>C(O)(=O)C>[NH2:1][C:2]1[S:3][C:4]2[C:11](=[O:12])[CH:10]([Br:13])[CH2:9][CH2:8][CH2:7][C:5]=2[N:6]=1. Procedure details: Compound 26z (1.96 g, 7.45 mmol; HBr salt form) in glacial acetic acid (70 mL) was treated dropwise with Br2 (421 uL, 8.2 mmol). The reaction mixture was stirred at room temperature for 30 min. The crude product was collected by filtration, washed with cold acetone, and dried to yield 27z which was used in the next step without purification (1.98 g, 78%). 1H NMR (600 MHz, 2 DMSO-d6): δ 8.71 (br s, 2H), 5.11 (dd, J=6.9 Hz, 3.3 Hz, 1H), 3.08-2.90 (m, 2H), 2.473 2.39 (m, 1H), 2.28-2.20 (m, 1H), 2.1...